Dataset: the Open Reaction Database (ORD), a public repository of structured organic reaction records. Task: describe an organic reaction: reactants, conditions, products, and yield Reactants: CCO, N, N#Cc1csc2ncccc12. Yields the product NCc1csc2ncccc12. RXN SMILES: [CH3:13][CH2:14][OH:15].[NH3:12].[s:1]1[cH:2][c:3]([C:10]#[N:11])[c:4]2[c:5]1[n:6][cH:7][cH:8][cH:9]2>>[s:1]1[cH:2][c:3]([CH2:10][NH2:11])[c:4]2[c:5]1[n:6][cH:7][cH:8][cH:9]2. Starting materials: BrC=1C=C2C(=CC1)OC=1C(=NC(=CC1[C@]21N=C(C2=C1C=NC=C2)N)Cl)F ((R)-7-bromo-3-chloro-1-fluorospiro[chromeno[2,3-c]pyridine-5,3′-pyrrolo[3,4-c]pyridin]-1′-amine), C(=O)(C(F)(F)F)O (TFA). Product: FC(C(=O)O)(F)F.ClC1=CC2=C(C(=N1)F)OC1=CC=C(C=C1[C@@]21N=C(C2=C1C=NC=C2)N)C=2C(=NC=CC2)F ((R)-3-Chloro-1-fluoro-7-(2-fluoropyridin-3-yl)spiro[chromeno[2,3-c]pyridine-5,3′-pyrrolo[3,4-c]pyridin]-1′-amine 2,2,2-trifluoroacetate). RXN SMILES: Br[C:2]1[CH:3]=[C:4]2[C@:15]3([C:19]4[CH:20]=[N:21][CH:22]=[CH:23][C:18]=4[C:17]([NH2:24])=[N:16]3)[C:14]3[CH:13]=[C:12]([Cl:25])[N:11]=[C:10]([F:26])[C:9]=3[O:8][C:5]2=[CH:6][CH:7]=1.[C:27]([OH:33])([C:29]([F:32])([F:31])[F:30])=[O:28]>>[F:30][C:29]([F:32])([F:31])[C:27]([OH:33])=[O:28].[Cl:25][C:12]1[N:11]=[C:10]([F:26])[C:9]2[O:8][C:5]3[C:4]([C@:15]4([C:19]5[CH:20]=[N:21][CH:22]=[CH:23][C:18]=5[C:17]([NH2:24])=[N:16]4)[C:14]=2[CH:13]=1)=[CH:3][C:2]([C:27]1[C:29]([F:32])=[N:11][CH:10]=[CH:9][CH:14]=1)=[CH:7][CH:6]=3 |f:2.3|. Procedure details: The title compound was synthesized by procedures and steps analogous to those described in Example 5 above, but using (R)-7-bromo-3-chloro-1-fluorospiro[chromeno[2,3-c]pyridine-5,3′-pyrrolo[3,4-c]pyridin]-1′-amine (14c-1) in step 3. MS m/z=447.5 [M+H]+. Calculated for C23H12ClF2N5OC2HF3O2: 561.85 (TFA salt) 1H NMR (400 MHz, MeOH) δ ppm 7.15 (s, 1H) 7.22 (t, J=1.66 Hz, 1H) 7.35 (ddd, J=7.24, 5.09, 1.76 Hz, 1H) 7.64 (d, J=8.61 Hz, 1H) 7.79 (d, J=8.80 Hz, 1H) 7.91 (ddd, J=9.93, 7.68, 1.76 Hz, 1H) 8... The product is BrC1=C(C=C(C=C1F)C1OCC(CO1)C1CCC(CC1)CCC)F (2-(4'-bromo-3',5'-difluorophenyl)-5-(4'-propylcyclohexyl)-1,3-dioxane). Reported procedure: 6.0 g (0.03 mol) of 2-(4'-propylcyclohexyl)propane-1,3-diol, 6.6 g (0.03 mol) of 4-bromo-3,5-difluorobenzaldehyde and 0.3 g of TsOH were dissolved in 60 cm3 of dichloromethane, and it was refluxed for 3 hours on a hot water bath while removing the water produced with a Dean-Stark trap. After washing the reactant on water, the dichloromethane was removed. The residue was recrystallized from a solvent mixture of acetone and methanol to obtain 7.3 g (0.018 mol) of 2-(4'-bromo-3',5'-difluorophenyl)-... Yield: 60.0%. Reactants: C(CC)C1CCC(CC1)C(CO)CO (2-(4'-propylcyclohexyl)propane-1,3-diol), BrC1=C(C=C(C=O)C=C1F)F (4-bromo-3,5-difluorobenzaldehyde). Reaction SMILES: [CH2:1]([CH:4]1[CH2:9][CH2:8][CH:7]([CH:10]([CH2:13][OH:14])[CH2:11][OH:12])[CH2:6][CH2:5]1)[CH2:2][CH3:3].[Br:15][C:16]1[C:23]([F:24])=[CH:22][C:19]([CH:20]=O)=[CH:18][C:17]=1[F:25]>ClCCl.CC1C=CC(S(O)(=O)=O)=CC=1>[Br:15][C:16]1[C:23]([F:24])=[CH:22][C:19]([CH:20]2[O:12][CH2:11][CH:10]([CH:7]3[CH2:8][CH2:9][CH:4]([CH2:1][CH2:2][CH3:3])[CH2:5][CH2:6]3)[CH2:13][O:14]2)=[CH:18][C:17]=1[F:25]. The reagents and catalysts are CC=1C=CC(=CC1)S(=O)(=O)O (TsOH). Solvent: ClCCl (dichloromethane). Reactants: O1C2=C(C(C1)NC1=CC=C(C=C1)B1OC(C(O1)(C)C)(C)C)C=CC=C2 (N-(2,3-dihydrobenzo[b]furan-3-yl)-N-[4-(4,4,5,5-tetramethyl-1,3,2-dioxaborolan-2-yl)phenyl]amine), IC1=NN(C2=NC=NC(=C21)N)[C@@H]2CC[C@H](CC2)N2CCN(CC2)C (trans-3-iodo-1-[4-(4-methylpiperazino)-cyclohexyl]-1H-pyrazolo[3,4-d]pyrimidin-4-amine), tetrakis-(triphenylphosphine)palladium, O.C([O-])([O-])=O.[Na+].[Na+] (sodium carbonate monohydrate). The solvent is COCCOC (ethylene glycol dimethyl ether), O (water). Yields the product C(C)(=O)O.C(C)(=O)O.O1C2=C(C(C1)NC1=CC=C(C=C1)C1=NN(C3=NC=NC(=C31)N)[C@@H]3CC[C@H](CC3)N3CCN(CC3)C)C=CC=C2 (trans-3-[4-(2,3-dihydrobenzo[b]furan-3-ylamino)phenyl]-1-[4-(4-methylpiperazino)cyclohexyl]-1H-pyrazolo[3,4-d]pyrimidin-4-amine diacetate). Isolated yield 91.3%. As a reaction SMILES: [O:1]1[CH2:5][CH:4]([NH:6][C:7]2[CH:12]=[CH:11][C:10](B3[O:17][C:16]([CH3:19])(C)C(C)(C)O3)=[CH:9][CH:8]=2)[C:3]2[CH:22]=[CH:23][CH:24]=[CH:25][C:2]1=2.I[C:27]1[C:35]2[C:30](=[N:31][CH:32]=[N:33][C:34]=2[NH2:36])[N:29]([C@H:37]2[CH2:42][CH2:41][C@H:40]([N:43]3[CH2:48][CH2:47][N:46]([CH3:49])[CH2:45][CH2:44]3)[CH2:39][CH2:38]2)[N:28]=1.[OH2:50].C(=O)([O-])[O-:52].[Na+].[Na+]>COCCOC.O>[C:16]([OH:52])(=[O:17])[CH3:19].[C:2]([OH:1])(=[O:50])[CH3:3].[O:1]1[CH2:5][CH:4]([NH:6][C:7]2[CH:8]=[CH:9][C:10]([C:27]3[C:35]4[C:30](=[N:31][CH:32]=[N:33][C:34]=4[NH2:36])[N:29]([C@H:37]4[CH2:38][CH2:39][C@H:40]([N:43]5[CH2:44][CH2:45][N:46]([CH3:49])[CH2:47][CH2:48]5)[CH2:41][CH2:42]4)[N:28]=3)=[CH:11][CH:12]=2)[C:3]2[CH:22]=[CH:23][CH:24]=[CH:25][C:2]1=2 |f:2.3.4.5,8.9.10|. Procedure: A mixture of N-(2,3-dihydrobenzo[b]furan-3-yl)-N-[4-(4,4,5,5-tetramethyl-1,3,2-dioxaborolan-2-yl)phenyl]amine (0.089 g, 0.000265 mol), trans-3-iodo-1-[4-(4-methylpiperazino)-cyclohexyl]-1H-pyrazolo[3,4-d]pyrimidin-4-amine (0.090 g, 0.000204 mol), tetrakis-(triphenylphosphine)palladium (0.014 g, 0.000012 mol) and sodium carbonate monohydrate (0.063 g, 0.00051 mol) was heated in a mixture of ethylene glycol dimethyl ether (5 mL) and water (3 mL) at 80° C. for sixteen hours under an atmosphere of n...